From a dataset of the Open Reaction Database (ORD), a public repository of structured organic reaction records. describe an organic reaction: reactants, conditions, products, and yield RXN SMILES: [Cl:1][C:2]1[CH:18]=[CH:17][C:5]2[CH2:6][CH2:7][CH2:8][N:9]=[C:10]([C:11]3[CH:16]=[CH:15][CH:14]=[CH:13][CH:12]=3)[C:4]=2[CH:3]=1.ClC1C=CC=C(C(OO)=[O:27])C=1>C(Cl)Cl>[Cl:1][C:2]1[CH:18]=[CH:17][C:5]2[CH2:6][CH2:7][CH2:8][N+:9]([O-:27])=[C:10]([C:11]3[CH:16]=[CH:15][CH:14]=[CH:13][CH:12]=3)[C:4]=2[CH:3]=1. Reported procedure: A solution of 1.4 g (5.5 mmole) of 8-chloro-4,5-dihydro-1-phenyl-3H-2-benzazepine and 1.4 g (7 mmole) of 85% m-chloroperbenzoic acid in 50 ml of methylene chloride was stirred at room temperature for 18 hr. The reaction mixture was washed with dilute aqueous sodium hydroxide and the organic layer was separated, dried over anhydrous sodium sulfate and concentrated in vacuo to dryness. The residue was crystallized from ether to give a colorless solid, mp 120°-125° C. Recrystallization from ether g... The solvent is C(Cl)Cl (methylene chloride). Product: ClC1=CC2=C(CCC[N+](=C2C2=CC=CC=C2)[O-])C=C1 (8-Chloro-4,5-dihydro-1-phenyl-3H-2-benzazepine-2-oxide). The reactants are ClC1=CC2=C(CCCN=C2C2=CC=CC=C2)C=C1 (8-chloro-4,5-dihydro-1-phenyl-3H-2-benzazepine), ClC1=CC(=CC=C1)C(=O)OO (m-chloroperbenzoic acid). RXN SMILES: [OH-].[Li+].[Cl:3][C:4]1[C:5]([C:15]#[N:16])=[C:6]([CH:12]=[CH:13][CH:14]=1)[C:7]([O:9]CC)=[O:8]>O1CCOCC1.O>[Cl:3][C:4]1[C:5]([C:15]#[N:16])=[C:6]([CH:12]=[CH:13][CH:14]=1)[C:7]([OH:9])=[O:8] |f:0.1|. Run at time 18 hour. Reactants: [OH-].[Li+] (Lithium hydroxide), ClC=1C(=C(C(=O)OCC)C=CC1)C#N (ethyl 3-chloro-2-cyanobenzoate). Solvent: O1CCOCC1 (1,4-dioxane), O (water). Product: ClC=1C(=C(C(=O)O)C=CC1)C#N (3-Chloro-2-cyanobenzoic acid). Reported procedure: Lithium hydroxide (44.0 mg, 1.049 mmol) was added to a solution of the ethyl 3-chloro-2-cyanobenzoate (200 mg, 0.954 mmol) in 1,4-dioxane (2 mL) and water (2.000 mL) and the reaction was stirred at room temperature for 18 h. LCMS: No SM remains. The solvent was evaporated and the residue was dissolved in water. This was washed with Et2O and then carefully acidified (2M HCl) to pH ˜1. The resulting pink solid was collected, washed with water and dried invacuo to afford desired product in 153 mg). Procedure: The clear oil, 1-(tert-butylamino)-4-(2,2-dioxido-3-phenyl-2,1,3-benzothiadiazol-1(3H)-yl)butan-2-one-carbamic acid tert-butyl ester, was dissolved in diethyl ether and methanol and 4N HCl in dioxane was added a precipitate formed. The reaction was filtered to afford 12 mg of 1-(tert-butylamino)-4-(2,2-dioxido-3-phenyl-2,1,3-benzothiadiazol-1(3H)-yl)butan-2-one hydrochloride as a white solid. The reactants are CO (methanol), Cl (HCl), C(C)(C)(C)NCC(CCN1S(N(C2=C1C=CC=C2)C2=CC=CC=C2)(=O)=O)=O.C(C)(C)(C)OC(N)=O (1-(tert-butylamino)-4-(2,2-dioxido-3-phenyl-2,1,3-benzothiadiazol-1(3H)-yl)butan-2-one carbamic acid tert-butyl ester). Product: Cl.C(C)(C)(C)NCC(CCN1S(N(C2=C1C=CC=C2)C2=CC=CC=C2)(=O)=O)=O (1-(tert-butylamino)-4-(2,2-dioxido-3-phenyl-2,1,3-benzothiadiazol-1(3H)-yl)butan-2-one hydrochloride). Reaction SMILES: [C:1]([NH:5][CH2:6][C:7](=[O:27])[CH2:8][CH2:9][N:10]1[C:14]2[CH:15]=[CH:16][CH:17]=[CH:18][C:13]=2[N:12]([C:19]2[CH:24]=[CH:23][CH:22]=[CH:21][CH:20]=2)[S:11]1(=[O:26])=[O:25])([CH3:4])([CH3:3])[CH3:2].C(OC(=O)N)(C)(C)C.CO.[ClH:38]>C(OCC)C.O1CCOCC1>[ClH:38].[C:1]([NH:5][CH2:6][C:7](=[O:27])[CH2:8][CH2:9][N:10]1[C:14]2[CH:15]=[CH:16][CH:17]=[CH:18][C:13]=2[N:12]([C:19]2[CH:20]=[CH:21][CH:22]=[CH:23][CH:24]=2)[S:11]1(=[O:26])=[O:25])([CH3:4])([CH3:2])[CH3:3] |f:0.1,6.7|. The solvent is O1CCOCC1 (dioxane), C(C)OCC (diethyl ether).